From a dataset of the Open Reaction Database (ORD), a public repository of structured organic reaction records. describe an organic reaction: reactants, conditions, products, and yield Starting materials: [Al+3], CCCCCCc1cc2c(cc1OC)C(=O)C(C)(C)C2, Cc1ccccc1, [Cl-], [Cl-], [Cl-], O. The product is CCCCCCc1cc2c(cc1O)C(=O)C(C)(C)C2. RXN SMILES: [Al+3:22].[CH2:1]([CH2:2][CH2:3][CH2:4][CH2:5][CH3:6])[c:7]1[cH:8][c:9]2[c:13]([cH:14][c:15]1[O:16][CH3:17])[C:12](=[O:18])[C:11]([CH3:19])([CH3:20])[CH2:10]2.[CH3:25][c:26]1[cH:27][cH:28][cH:29][cH:30][cH:31]1.[Cl-:21].[Cl-:23].[Cl-:24].[OH2:32]>>[CH2:1]([CH2:2][CH2:3][CH2:4][CH2:5][CH3:6])[c:7]1[cH:8][c:9]2[c:13]([cH:14][c:15]1[OH:16])[C:12](=[O:18])[C:11]([CH3:19])([CH3:20])[CH2:10]2.